Dataset: the Open Reaction Database (ORD), a public repository of structured organic reaction records. Task: describe an organic reaction: reactants, conditions, products, and yield The reactants are C1CCOC1, CCN(C(C)C)C(C)C, COC(=O)Cl, Cc1ccc2c(c1)nc(C(C)(C)O)n2C1CCN(CC2Cc3ccc(N)cc3C2)CC1. Yields the product COC(=O)Nc1ccc2c(c1)CC(CN1CCC(n3c(C(C)(C)O)nc4cc(C)ccc43)CC1)C2. As a reaction SMILES: [CH2:46]1[O:47][CH2:48][CH2:49][CH2:50]1.[CH:32]([N:33]([CH2:34][CH3:35])[CH:36]([CH3:37])[CH3:38])([CH3:39])[CH3:40].[Cl:41][C:42](=[O:43])[O:44][CH3:45].[NH2:1][c:2]1[cH:3][c:4]2[c:8]([cH:9][cH:10]1)[CH2:7][CH:6]([CH2:11][N:12]1[CH2:13][CH2:14][CH:15]([n:18]3[c:19]([C:28]([CH3:29])([CH3:30])[OH:31])[n:20][c:21]4[c:22]3[cH:23][cH:24][c:25]([CH3:27])[cH:26]4)[CH2:16][CH2:17]1)[CH2:5]2>>[NH:1]([c:2]1[cH:3][c:4]2[c:8]([cH:9][cH:10]1)[CH2:7][CH:6]([CH2:11][N:12]1[CH2:13][CH2:14][CH:15]([n:18]3[c:19]([C:28]([CH3:29])([CH3:30])[OH:31])[n:20][c:21]4[c:22]3[cH:23][cH:24][c:25]([CH3:27])[cH:26]4)[CH2:16][CH2:17]1)[CH2:5]2)[C:42](=[O:43])[O:44][CH3:45]. Reactants: FC=1C=C(C(=O)CNC2=C(C=CC(=C2)OC)C2CC=3C=CC(=CC3CC2)OC(C(C)(C)C)=O)C=CC1O (pivalic acid 6-{2-[(3-fluoro-4-hydroxybenzoyl)methylamino]-4-methoxyphenyl}-5,6,7,8-tetrahydronaphthalen-2-yl ester), ClCC(=O)N1CCCCC1 (2-chloro-1-piperidin-1-ylethanone). The product is FC=1C=C(CCNC2=C(C=CC(=C2)OC)C2CC=3C=CC(=CC3CC2)O)C=CC1OCCN1CCCCC1 (6-{2-{[3-Fluoro-4-(2-piperidin-1-ylethoxy)benzyl]methylamino}-4-methoxyphenyl}-5,6,7,8-tetrahydronaphthalen-2-ol). Yield: 10.7%. RXN SMILES: [F:1][C:2]1[CH:3]=[C:4]([CH:34]=[CH:35][C:36]=1[OH:37])[C:5]([CH2:7][NH:8][C:9]1[CH:14]=[C:13]([O:15][CH3:16])[CH:12]=[CH:11][C:10]=1[CH:17]1[CH2:26][CH2:25][C:24]2[CH:23]=[C:22]([O:27]C(=O)C(C)(C)C)[CH:21]=[CH:20][C:19]=2[CH2:18]1)=O.Cl[CH2:39][C:40]([N:42]1[CH2:47][CH2:46][CH2:45][CH2:44][CH2:43]1)=O>>[F:1][C:2]1[CH:3]=[C:4]([CH:34]=[CH:35][C:36]=1[O:37][CH2:39][CH2:40][N:42]1[CH2:47][CH2:46][CH2:45][CH2:44][CH2:43]1)[CH2:5][CH2:7][NH:8][C:9]1[CH:14]=[C:13]([O:15][CH3:16])[CH:12]=[CH:11][C:10]=1[CH:17]1[CH2:26][CH2:25][C:24]2[CH:23]=[C:22]([OH:27])[CH:21]=[CH:20][C:19]=2[CH2:18]1. Reported procedure: Synthesized from pivalic acid 6-{2-[(3-fluoro-4-hydroxybenzoyl)methylamino]-4-methoxyphenyl}-5,6,7,8-tetrahydronaphthalen-2-yl ester (20 mg) and 2-chloro-1-piperidin-1-ylethanone (13 mg) according to an analogous synthetic method to Example 404 and purified by LC-MS, the title compound (2.2 mg) was obtained. Reactants: [O-]S(=O)(=O)C(F)(F)F.C1(=CC=CC=C1)C1=[O+]C(=CC(=C1)C1=CC=CC=C1)C1=CC=CC=C1 (2,4,6-triphenylpyrylium triflate), C(CCCCCCC)C1=CC=C(N)C=C1 (p-n-octylaniline). Solvent: C(C)O (ethanol). Product: [O-]S(=O)(=O)C(F)(F)F.C(CCCCCCC)C1=CC=C(C=C1)[N+]1=C(C=C(C=C1C1=CC=CC=C1)C1=CC=CC=C1)C1=CC=CC=C1 (N-(p-octylphenyl)-2,4,6-triphenylpyridinium triflate). Reaction SMILES: [O-:1][S:2]([C:5]([F:8])([F:7])[F:6])(=[O:4])=[O:3].[C:9]1([C:15]2[CH:20]=[C:19]([C:21]3[CH:26]=[CH:25][CH:24]=[CH:23][CH:22]=3)[CH:18]=[C:17]([C:27]3[CH:32]=[CH:31][CH:30]=[CH:29][CH:28]=3)[O+]=2)[CH:14]=[CH:13][CH:12]=[CH:11][CH:10]=1.[CH2:33]([C:41]1[CH:47]=[CH:46][C:44]([NH2:45])=[CH:43][CH:42]=1)[CH2:34][CH2:35][CH2:36][CH2:37][CH2:38][CH2:39][CH3:40]>C(O)C>[O-:4][S:2]([C:5]([F:8])([F:7])[F:6])(=[O:3])=[O:1].[CH2:33]([C:41]1[CH:42]=[CH:43][C:44]([N+:45]2[C:15]([C:9]3[CH:14]=[CH:13][CH:12]=[CH:11][CH:10]=3)=[CH:20][C:19]([C:21]3[CH:26]=[CH:25][CH:24]=[CH:23][CH:22]=3)=[CH:18][C:17]=2[C:27]2[CH:32]=[CH:31][CH:30]=[CH:29][CH:28]=2)=[CH:46][CH:47]=1)[CH2:34][CH2:35][CH2:36][CH2:37][CH2:38][CH2:39][CH3:40] |f:0.1,4.5|. Procedure details: A 4.58-g portion (0.01 mole) of 2,4,6-triphenylpyrylium triflate is added to 200 ml of ethanol. To this solution, 2.05 g (0.01 mole) of p-n-octylaniline is added. The mixture is refluxed for about 20 hours. Upon removing the ethanol by rotating evaporation, an orange oil remains. To remove the last of the ethanol the oil is placed under high vacuum. Starting materials: Cl\C=C/CC1=CC=C(C=O)C=C1 (4(Z-3-chloroallyl)benzaldehyde), [H-].[Al+3].[Li+].[H-].[H-].[H-] (lithium aluminium hydride). Solvent: CCOCC (ether), CCOCC (ether). Reaction conditions: time 1 hour. Product: Cl\C=C/CC1=CC=C(CO)C=C1 (4(Z-3-chloroallyl)benzyl alcohol). RXN SMILES: [Cl:1]/[CH:2]=[CH:3]\[CH2:4][C:5]1[CH:12]=[CH:11][C:8]([CH:9]=[O:10])=[CH:7][CH:6]=1.[H-].[Al+3].[Li+].[H-].[H-].[H-]>CCOCC>[Cl:1]/[CH:2]=[CH:3]\[CH2:4][C:5]1[CH:12]=[CH:11][C:8]([CH2:9][OH:10])=[CH:7][CH:6]=1 |f:1.2.3.4.5.6|. Reported procedure: The aldehyde (0.22 g) of Example 1 in ether (5 ml) is added to lithium aluminium hydride (0.08 g) in ether (5 ml), and the mixture stirred at 20° for 1 hour. After successive dropwise additions of water (80 l), 15% NaOH (80 l) and water (240 l), the resulting clear ether layer (+ washings) is evaporated to a residue of 4(Z-3-chloroallyl)benzyl alcohol yield 0.19 g (86%) nD20 1.5529. Starting materials: [Ag+], CCOC(=O)c1ccc(Br)c(C(Br)Br)c1, C1COCCO1, CCO, CCOC(C)=O, O=[N+]([O-])[O-], O, O=S(=O)(O)O. Product: CCOC(=O)c1ccc(Br)c(C=O)c1. Reaction SMILES: [Ag+:41].[CH2:1]([CH3:2])[O:3][C:4]([c:5]1[cH:6][c:7]([CH:12]([Br:13])[Br:14])[c:8]([Br:11])[cH:9][cH:10]1)=[O:15].[CH2:25]1[O:26][CH2:27][CH2:28][O:29][CH2:30]1.[CH3:21][CH2:22][OH:23].[CH3:31][CH2:32][O:33][C:34]([CH3:35])=[O:36].[N+:37]([O-:38])([O-:39])=[O:40].[OH2:24].[S:16]([OH:17])(=[O:18])(=[O:19])[OH:20]>>[CH2:1]([CH3:2])[O:3][C:4]([c:5]1[cH:6][c:7]([CH:12]=[O:17])[c:8]([Br:11])[cH:9][cH:10]1)=[O:15]. Reactants: Cl (HCl), FC1=CC=C2C(=NN(C2=C1)C)C=1N=C2C(=NC1)N(C=C2C(=O)OC)COC(C(C)(C)C)=O (methyl 2-(6-fluoro-1-methyl-1H-indazol-3-yl)-5-(pivaloyloxymethyl)-5H-pyrrolo[2,3-b]pyrazine-7-carboxylate), [OH-].[K+] (KOH), O (water). The solvent is O1CCOCC1 (dioxane). Reaction conditions: temperature 100 celsius, time 5 hour. Product: FC1=CC=C2C(=NN(C2=C1)C)C=1N=C2C(=NC1)N(C=C2C(=O)O)COC(C(C)(C)C)=O (2-(6-fluoro-1-methyl-1H-indazol-3-yl)-5-(pivaloyloxymethyl)-5H-pyrrolo[2,3-b]pyrazine-7-carboxylic acid). Yield: 69.3%. RXN SMILES: [F:1][C:2]1[CH:10]=[C:9]2[C:5]([C:6]([C:12]3[N:13]=[C:14]4[C:20]([C:21]([O:23]C)=[O:22])=[CH:19][N:18]([CH2:25][O:26][C:27](=[O:32])[C:28]([CH3:31])([CH3:30])[CH3:29])[C:15]4=[N:16][CH:17]=3)=[N:7][N:8]2[CH3:11])=[CH:4][CH:3]=1.[OH-].[K+].O.Cl>O1CCOCC1>[F:1][C:2]1[CH:10]=[C:9]2[C:5]([C:6]([C:12]3[N:13]=[C:14]4[C:20]([C:21]([OH:23])=[O:22])=[CH:19][N:18]([CH2:25][O:26][C:27](=[O:32])[C:28]([CH3:30])([CH3:29])[CH3:31])[C:15]4=[N:16][CH:17]=3)=[N:7][N:8]2[CH3:11])=[CH:4][CH:3]=1 |f:1.2|. Reported procedure: A mixture of methyl 2-(6-fluoro-1-methyl-1H-indazol-3-yl)-5-(pivaloyloxymethyl)-5H-pyrrolo[2,3-b]pyrazine-7-carboxylate (0.24 g, 0.546 mmol), KOH (0.611 g, 10.9 mmol), water (4 mL) and dioxane (10 mL) was stirred at 100° C. for 5 hours. Then the reaction mixture was cooled to room temperature and treated with 1N HCl to pH=2. The solvent was evaporated at 40° C. under reduced pressure and the residue was triturated with water (10 mL), then decanted and dried at 40° C. under reduced pressure to gi... The reactants are O (water), ClC=1C(=NC(=C(C1OC1=CC(=C(C=C1)OC)C(C)C)Cl)OCC(=O)OC)F (3,5-dichloro-2-fluoro-4-(3-isopropyl-4-methoxyphenoxy)-6-methoxycarbonylmethoxy-pyridine), B(Br)(Br)Br (BBr3). As a reaction SMILES: [Cl:1][C:2]1[C:3]([F:27])=[N:4][C:5]([O:21][CH2:22][C:23]([O:25]C)=[O:24])=[C:6]([Cl:20])[C:7]=1[O:8][C:9]1[CH:14]=[CH:13][C:12]([O:15]C)=[C:11]([CH:17]([CH3:19])[CH3:18])[CH:10]=1.B(Br)(Br)Br.O>C(Cl)Cl>[Cl:1][C:2]1[C:3]([F:27])=[N:4][C:5]([O:21][CH2:22][C:23]([OH:25])=[O:24])=[C:6]([Cl:20])[C:7]=1[O:8][C:9]1[CH:14]=[CH:13][C:12]([OH:15])=[C:11]([CH:17]([CH3:19])[CH3:18])[CH:10]=1. The yield is 71.5%. The solvent is C(Cl)Cl (CH2Cl2), C(Cl)Cl (CH2Cl2). Procedure details: To a solution of 3,5-dichloro-2-fluoro-4-(3-isopropyl-4-methoxyphenoxy)-6-methoxycarbonylmethoxy-pyridine (120 mg) in CH2Cl2 (3.0 mL) was added a solution of BBr3 in CH2Cl2 (1 mL, 1.0 M) at ambient temperature. The resulting mixture was stirred for 2 h, poured to stirring water (50 mL), extracted with CH2Cl2 (20 mL×3) from water, dried (Na2SO4) and concentrated to dryness under reduced pressure. The residue was dissolved in THF:MeOH:H2O=3:1:1 (5 mL), treated with a solution of LiOH in water (1 m... Run at time 2 hour. Product: ClC=1C(=NC(=C(C1OC1=CC(=C(C=C1)O)C(C)C)Cl)OCC(=O)O)F (3,5-Dichloro-2-fluoro-4-(3-isopropyl-4-hydroxyphenoxy)-6-hydroxycarbonylmethoxypyridine). Solvent: C(Cl)Cl (methylene chloride), C(=O)(C(F)(F)F)O (TFA). Reaction SMILES: [NH:1](C(OC(C)(C)C)=O)[CH2:2][C:3]([NH:5][CH2:6][C:7]([NH:9][CH2:10][C:11]([OH:13])=[O:12])=[O:8])=[O:4]>C(Cl)Cl.C(O)(C(F)(F)F)=O>[NH2:1][CH2:2][C:3]([NH:5][CH2:6][C:7]([NH:9][CH2:10][C:11]([OH:13])=[O:12])=[O:8])=[O:4]. Procedure details: t-Boc-GlyGlyGly (1.359 g, 4.7 mmol) was dissolved in 350 mL of anhydrous methylene chloride at room temperature and to this solution were added DIPC (0.75 mL, 4.7 mmol), DMAP (382 mg, 3.13 mmol) and camptothecin (0.55 g, 1.57 mmol) at 0° C. The reaction mixture was allowed to warm to room temperature and left for 16 h. The solution was washed with 0.1 N HCl, dried and evaporated under reduced pressure to yield a white solid, which was recrystallized from methanol to give camptothecin-20-ester of... The yield is 653.3%. Product: NCC(=O)NCC(=O)NCC(=O)O (GlyGlyGly). Reaction conditions: time 1 hour. Starting materials: Camptothecin-20-ester, N(CC(=O)NCC(=O)NCC(=O)O)C(=O)OC(C)(C)C (t-Boc-GlyGlyGly). Starting materials: C(C)(=O)N1CC2=C(CC1)C(=C(S2)C)CCN2CCC(CC2)C2=NOC1=C2C=CC(=C1)F (6-acetyl-3-(2-(4-(6-fluoro-1,2-benzisoxazol-3-yl)piperidin-1-yl)ethyl)-4,5,6,7-tetrahydro-2-methylthieno[2,3-c]pyridine). Solvent: S(O)(O)(=O)=O (sulfuric acid), O (water), O (water). Product: FC1=CC2=C(C(=NO2)C2CCN(CC2)CCC2=C(SC=3CNCCC32)C)C=C1 (3-(2-(4-(6-fluoro-1,2-benzisoxazol-3-yl)piperidin-1-yl)ethyl)-4,5,6,7-tetrahydro-2-methylthieno[2,3-c]pyridine). RXN SMILES: C([N:4]1[CH2:9][CH2:8][C:7]2[C:10]([CH2:14][CH2:15][N:16]3[CH2:21][CH2:20][CH:19]([C:22]4[C:26]5[CH:27]=[CH:28][C:29]([F:31])=[CH:30][C:25]=5[O:24][N:23]=4)[CH2:18][CH2:17]3)=[C:11]([CH3:13])[S:12][C:6]=2[CH2:5]1)(=O)C>S(=O)(=O)(O)O.O>[F:31][C:29]1[CH:28]=[CH:27][C:26]2[C:22]([CH:19]3[CH2:20][CH2:21][N:16]([CH2:15][CH2:14][C:10]4[C:7]5[CH2:8][CH2:9][NH:4][CH2:5][C:6]=5[S:12][C:11]=4[CH3:13])[CH2:17][CH2:18]3)=[N:23][O:24][C:25]=2[CH:30]=1. Procedure details: A mixture of 4 g of 6-acetyl-3-(2-(4-(6-fluoro-1,2-benzisoxazol-3-yl)piperidin-1-yl)ethyl)-4,5,6,7-tetrahydro-2-methylthieno[2,3-c]pyridine in 4 ml of conc. sulfuric acid and 80 ml of water was refluxed under heating for 3 hours. The mixture was poured into water, made alkaline and extracted with chloroform. The organic layer was washed with water, dried over magnesium sulfate and concentrated. To the residue was added isopropyl ether and the crystals were collected by filtration to give 3-(2-(4...